This data is from the Open Reaction Database (ORD), a public repository of structured organic reaction records. The task is: describe an organic reaction: reactants, conditions, products, and yield Reactants: Cl.COC=1C=C(C=CC1OC)C=1C(C(N(N1)C1CCNCC1)=O)(C)C (5-(3,4-dimethoxyphenyl)-4,4-dimethyl-2-(piperidin-4-yl)-2,4-dihydro-3H-pyrazol-3-one hydrochloride), Cl.COC=1C=C(C=CC1OC)C=1C(C(N(N1)C1CCNCC1)=O)(C)C (5-(3,4-dimethoxyphenyl)-4,4-dimethyl-2-(piperidin-4-yl)-2,4-dihydro-3H-pyrazol-3-one hydrochloride), C(C1=CC=CC=C1)(=O)Cl (benzoyl chloride). Yields the product COC=1C=C(C=CC1OC)C=1C(C(N(N1)C1CCN(CC1)C(=O)C1=CC=CC=C1)=O)(C)C (5-(3,4-Dimethoxyphenyl)-4,4-dimethyl-2-[1-(phenylcarbonyl)piperidin-4-yl]-2,4-dihydro-3H-pyrazol-3-one). As a reaction SMILES: Cl.[CH3:2][O:3][C:4]1[CH:5]=[C:6]([C:12]2[C:13]([CH3:25])([CH3:24])[C:14](=[O:23])[N:15]([CH:17]3[CH2:22][CH2:21][NH:20][CH2:19][CH2:18]3)[N:16]=2)[CH:7]=[CH:8][C:9]=1[O:10][CH3:11].[C:26](Cl)(=[O:33])[C:27]1[CH:32]=[CH:31][CH:30]=[CH:29][CH:28]=1>>[CH3:2][O:3][C:4]1[CH:5]=[C:6]([C:12]2[C:13]([CH3:25])([CH3:24])[C:14](=[O:23])[N:15]([CH:17]3[CH2:22][CH2:21][N:20]([C:26]([C:27]4[CH:32]=[CH:31][CH:30]=[CH:29][CH:28]=4)=[O:33])[CH2:19][CH2:18]3)[N:16]=2)[CH:7]=[CH:8][C:9]=1[O:10][CH3:11] |f:0.1|. Reported procedure: The title compound is prepared analogously as described for GP1 using 5-(3,4-dimethoxyphenyl)-4,4-dimethyl-2-(piperidin-4-yl)-2,4-dihydro-3H-pyrazol-3-one hydrochloride (compound B1*HCl) and benzoyl chloride as starting compounds. The crude product is purified by crystallization from EA and diethyl ether to yield the title compound.